This data is from the Open Reaction Database (ORD), a public repository of structured organic reaction records. The task is: describe an organic reaction: reactants, conditions, products, and yield Starting materials: Cl (hydrochloric acid), ClC1(NC=NC(=N1)Cl)OC1=CC(=CC=C1)OC1(NC=NC(=N1)Cl)Cl (1,3-Bis-(2,4-dichloro-s-triazinoxy)benzene), C1(=CC(=CC=C1)C)C (m-xylene), [Cl-].[Al+3].[Cl-].[Cl-] (aluminum chloride). Solvent: CCCCCCC (heptane), C(C)(=O)OCC (ethyl acetate). The product is CC1=C(C=CC(=C1)C)C1=NC(=NC(=N1)C1=C(C=C(C=C1)C)C)OC1=CC(=CC=C1)OC1=NC(=NC(=N1)C1=C(C=C(C=C1)C)C)C1=C(C=C(C=C1)C)C (1,3-Bis-(4,6-bis-(2,4-dimethylphenyl)-s-triazinoxy)benzene). Reaction SMILES: Cl[C:2]1([O:9][C:10]2[CH:15]=[CH:14][CH:13]=[C:12]([O:16][C:17]3(Cl)[N:22]=[C:21](Cl)[N:20]=[CH:19][NH:18]3)[CH:11]=2)[N:7]=[C:6](Cl)[N:5]=[CH:4][NH:3]1.[C:25]1([CH3:32])[CH:30]=[CH:29][CH:28]=[C:27]([CH3:31])[CH:26]=1.[Cl-].[Al+3].[Cl-].[Cl-].Cl>CCCCCCC.C(OCC)(=O)C>[CH3:32][C:25]1[CH:26]=[C:27]([CH3:31])[CH:28]=[CH:29][C:30]=1[C:4]1[N:5]=[C:6]([C:30]2[CH:29]=[CH:28][C:27]([CH3:31])=[CH:26][C:25]=2[CH3:32])[N:7]=[C:2]([O:9][C:10]2[CH:15]=[CH:14][CH:13]=[C:12]([O:16][C:17]3[N:22]=[C:21]([C:30]4[CH:29]=[CH:28][C:27]([CH3:31])=[CH:26][C:25]=4[CH3:32])[N:20]=[C:19]([C:30]4[CH:29]=[CH:28][C:27]([CH3:31])=[CH:26][C:25]=4[CH3:32])[N:18]=3)[CH:11]=2)[N:3]=1 |f:2.3.4.5|. Reported procedure: To a 500 mL round-bottomed flask fitted with a magnetic stirrer, a condenser and a nitrogen atmosphere are added 2.33 g (5.74 mmol) of the product of Example 11 and 25 mL of m-xylene. The mixture is stirred with warming and, when it becomes homogeneous at about 40° C., 1.84 g (0.0138 mol) of aluminum chloride are added all at once. The mixture is brought to reflux and stirred at this temperature for three hours. After cooling to room temperature, a 100 mL portion of 2N hydrochloric acid is added... Starting materials: ClC=1C=C(C=CC1)N(CC1=CC=C(C=C1)OC)C[C@@H]1N=C(OC1)N ((S)-4-{[(3-chloro-phenyl)-(4-methoxy-benzyl)-amino]-methyl}-4,5-dihydro-oxazol-2-ylamine), C1(=CC=CC=C1)OC (anisole), FC(C(=O)O)(F)F (trifluoroacetic acid). Solvent: ClCCl (dichloromethane). Run at time 48 hour. The product is ClC=1C=C(C=CC1)NC[C@@H]1N=C(OC1)N ((S)-4-[(3-chloro-phenylamino)-methyl]-4,5-dihydro-oxazol-2-ylamine). The yield is 34.8%. RXN SMILES: [Cl:1][C:2]1[CH:3]=[C:4]([N:8]([CH2:18][C@H:19]2[CH2:23][O:22][C:21]([NH2:24])=[N:20]2)CC2C=CC(OC)=CC=2)[CH:5]=[CH:6][CH:7]=1.C1(OC)C=CC=CC=1.FC(F)(F)C(O)=O>ClCCl>[Cl:1][C:2]1[CH:3]=[C:4]([NH:8][CH2:18][C@H:19]2[CH2:23][O:22][C:21]([NH2:24])=[N:20]2)[CH:5]=[CH:6][CH:7]=1. Reported procedure: To a stirred solution of (S)-4-{[(3-chloro-phenyl)-(4-methoxy-benzyl)-amino]-methyl}-4,5-dihydro-oxazol-2-ylamine (97 mg) at r.t. in dichloromethane (10 ml) were added anisole (0.31 ml) and trifluoroacetic acid (2.74 ml). The mixture was stirred at r.t. for 48 h and was then concentrated in vacuo. The residue was partitioned between ethyl acetate and saturated aq. sodium bicarbonate solution, the phases were separated, and the organic phase was dried and concentrated in vacuo. The residue was pu... The reactants are Cl.COC(CCCC(C)C1=CN=C(S1)NC([C@H](CCC)N)=O)(C)C (2-(S)-amino-pentanoic acid [5-(5-methoxy-1,5-dimethyl-hexyl)-thiazol-2-yl]-amide HCl salt), CCC(CCCC)=O (3-heptanone), S(=O)(=O)([O-])[O-].[Na+].[Na+] (sodium sulfate), C(#N)[BH3-].[Na+] (sodium cyanoborohydride). Solvent: ClC(C)Cl (dichloroethane), CO (methanol), C(C)(=O)O (acetic acid). Run at temperature 40 celsius, time 8 hour. Yields the product OC(CCCC(C)C1=CN=C(S1)NC([C@H](CCC)NC(CCC)CCC)=O)(C)C (2-(S)-(1-propyl-butylamino)-pentanoic acid [5-(5-hydroxy-1,5-dimethyl-hexyl)-thiazol-2-yl]-amide). Reaction SMILES: Cl.C[O:3][C:4]([CH3:24])([CH3:23])[CH2:5][CH2:6][CH2:7][CH:8]([C:10]1[S:14][C:13]([NH:15][C:16](=[O:22])[C@@H:17]([NH2:21])[CH2:18][CH2:19][CH3:20])=[N:12][CH:11]=1)[CH3:9].[CH3:25][CH2:26][C:27](=O)[CH2:28][CH2:29][CH2:30][CH3:31].S([O-])([O-])(=O)=O.[Na+].[Na+].C([BH3-])#N.[Na+]>ClC(Cl)C.CO.C(O)(=O)C>[OH:3][C:4]([CH3:24])([CH3:23])[CH2:5][CH2:6][CH2:7][CH:8]([C:10]1[S:14][C:13]([NH:15][C:16](=[O:22])[C@@H:17]([NH:21][CH:28]([CH2:29][CH2:30][CH3:31])[CH2:27][CH2:26][CH3:25])[CH2:18][CH2:19][CH3:20])=[N:12][CH:11]=1)[CH3:9] |f:0.1,3.4.5,6.7|. Reported procedure: A mixture of 2-(S)-amino-pentanoic acid [5-(5-methoxy-1,5-dimethyl-hexyl)-thiazol-2-yl]-amide HCl salt (100 mg, 0.265 mmol) and 3-heptanone (0.1 mL), acetic acid (0.2 mL), sodium sulfate and sodium cyanoborohydride (100 mg) in dichloroethane (2 mL) and methanol (1 mL) was stirred at 40° C. overnight. The mixture was quenched with water, basified by dilute sodium hydroxide, and extracted with methylene chloride. The organic layer was concentrated to dryness. The residue was purified by Biotage si... The reactants are ClC1=NC=2N([C@@H](C(N(C2C=N1)C)=O)CC)C1CC1 ((R)-2-chloro-8-cyclopropyl-7-ethyl-5-methyl-7,8-dihydropteridin-6(5H)-one), N1C(=NC=C1)C1=CC=NC=C1 (4-(1H-imidazol-2-yl)pyridine). Yields the product C1(CC1)N1[C@@H](C(N(C=2C=NC(=NC12)N1C(=NC=C1)C1=CC=NC=C1)C)=O)CC ((R)-8-cyclopropyl-7-ethyl-5-methyl-2-(2-(pyridin-4-yl)-1H-imidazol-1-yl)-7,8-dihydropteridin-6(5H)-one). RXN SMILES: Cl[C:2]1[N:11]=[CH:10][C:9]2[N:8]([CH3:12])[C:7](=[O:13])[C@@H:6]([CH2:14][CH3:15])[N:5]([CH:16]3[CH2:18][CH2:17]3)[C:4]=2[N:3]=1.[NH:19]1[CH:23]=[CH:22][N:21]=[C:20]1[C:24]1[CH:29]=[CH:28][N:27]=[CH:26][CH:25]=1>>[CH:16]1([N:5]2[C:4]3[N:3]=[C:2]([N:19]4[CH:23]=[CH:22][N:21]=[C:20]4[C:24]4[CH:29]=[CH:28][N:27]=[CH:26][CH:25]=4)[N:11]=[CH:10][C:9]=3[N:8]([CH3:12])[C:7](=[O:13])[C@H:6]2[CH2:14][CH3:15])[CH2:18][CH2:17]1. Procedure: The title compound was prepared similarly to the methods described in Example 77, with Intermediate O instead of Intermediate C and with 4-(1H-imidazol-2-yl)pyridine instead of 2-phenyl-1H-imidazole. LCMS: 376.1 m/z (M+H)+; ret. Time: 3.90 min (Analytical Method C). Reactants: O=C([O-])[O-], CCOC(=O)Cc1cnc(C)nc1Cl, CN(C)C=O, Oc1cccc(C(F)(F)F)c1, [K+], [K+]. The product is CCOC(=O)Cc1cnc(C)nc1Oc1cccc(C(F)(F)F)c1. RXN SMILES: [C:26](=[O:27])([O-:28])[O-:29].[CH3:1][c:2]1[n:3][cH:4][c:5]([CH2:9][C:10](=[O:11])[O:12][CH2:13][CH3:14])[c:6]([Cl:8])[n:7]1.[CH3:32][N:33]([CH3:34])[CH:35]=[O:36].[F:15][C:16]([c:17]1[cH:18][c:19]([OH:23])[cH:20][cH:21][cH:22]1)([F:24])[F:25].[K+:30].[K+:31]>>[CH3:1][c:2]1[n:3][cH:4][c:5]([CH2:9][C:10](=[O:11])[O:12][CH2:13][CH3:14])[c:6]([O:23][c:19]2[cH:18][c:17]([C:16]([F:15])([F:24])[F:25])[cH:22][cH:21][cH:20]2)[n:7]1.